From a dataset of the Open Reaction Database (ORD), a public repository of structured organic reaction records. describe an organic reaction: reactants, conditions, products, and yield Reactants: C(=O)(OC(C)(C)C)N1CCC(CC1)C=O (1-Boc-piperidine-4-carboxaldehyde), N1CCNCC1 (piperazine), C(C)(=O)O[BH-](OC(C)=O)OC(C)=O.[Na+] (sodium triacetoxyborohydride). Solvent: C1CCOC1 (THF), C(C)#N (acetonitrile). Reaction conditions: time 5 hour. Product: C(=O)(OC(C)(C)C)N1CCC(CC1)CN1CCNCC1 (1-(1-Boc-piperidin-4-ylmethyl)piperazine). Yield: 125.8%. As a reaction SMILES: [C:1]([N:8]1[CH2:13][CH2:12][CH:11]([CH:14]=O)[CH2:10][CH2:9]1)([O:3][C:4]([CH3:7])([CH3:6])[CH3:5])=[O:2].[NH:16]1[CH2:21][CH2:20][NH:19][CH2:18][CH2:17]1.C(O[BH-](OC(=O)C)OC(=O)C)(=O)C.[Na+]>C1COCC1.C(#N)C>[C:1]([N:8]1[CH2:13][CH2:12][CH:11]([CH2:14][N:16]2[CH2:21][CH2:20][NH:19][CH2:18][CH2:17]2)[CH2:10][CH2:9]1)([O:3][C:4]([CH3:7])([CH3:6])[CH3:5])=[O:2] |f:2.3|. Reported procedure: To a stirring solution of 1-Boc-piperidine-4-carboxaldehyde (2.4 g, 11.3 mmol) in THF (60 mL) and acetonitrile (15 mL) was added piperazine (4.85 g, 56.3 mmol). After stirring for 5 h, sodium triacetoxyborohydride (2.87 g, 13.5 mmol) was added and the reaction was allowed to stir overnight. The next morning, the solvents were removed by rotary evaporation and the residue was dissolved in ethyl acetate, washed twice with satd aq. NaHCO3, followed by water, then dried over MgSO4, filtered and conc... Reactants: C(C1=CC=CC=C1)N1CC2C(CC(C(C2C1)(O)C1=C(C=CC=C1)OC)O)(C1=CC=CC=C1)C1=CC=CC=C1 ((3aRS,4RS,5RS,7aRS)-2-benzyl-7,7-diphenyl-4-(2-methoxyphenyl)perhydroisoindole-4,5-diol), palladium hydroxide-on-charcoal. The solvent is C(C)O (ethanol). Conditions: temperature 65 celsius. Product: C1(=CC=CC=C1)C1(CC(C(C2CNCC12)(O)C1=C(C=CC=C1)OC)O)C1=CC=CC=C1 ((3aRS,4RS,5RS,7aRS)-7,7-diphenyl-4-(2-methoxyphenyl)perhydroisoindole-4,5-diol). Yield: 88.2%. As a reaction SMILES: C([N:8]1[CH2:16][CH:15]2[CH:10]([C:11]([C:33]3[CH:38]=[CH:37][CH:36]=[CH:35][CH:34]=3)([C:27]3[CH:32]=[CH:31][CH:30]=[CH:29][CH:28]=3)[CH2:12][CH:13]([OH:26])[C:14]2([C:18]2[CH:23]=[CH:22][CH:21]=[CH:20][C:19]=2[O:24][CH3:25])[OH:17])[CH2:9]1)C1C=CC=CC=1>C(O)C>[C:33]1([C:11]2([C:27]3[CH:32]=[CH:31][CH:30]=[CH:29][CH:28]=3)[CH:10]3[CH:15]([CH2:16][NH:8][CH2:9]3)[C:14]([C:18]3[CH:23]=[CH:22][CH:21]=[CH:20][C:19]=3[O:24][CH3:25])([OH:17])[CH:13]([OH:26])[CH2:12]2)[CH:34]=[CH:35][CH:36]=[CH:37][CH:38]=1. Procedure: A mixture of 2 g of (3aRS,4RS,5RS,7aRS)-2-benzyl-7,7-diphenyl-4-(2-methoxyphenyl)perhydroisoindole-4,5-diol and 50 cm3 of ethanol is heated at 65° C., while stirring; 0.65 g of 20% strength palladium hydroxide-on-charcoal is added and the reaction mixture is then hydrogenated at a temperature of 65° C. and under atmospheric pressure, while stirring. After a reaction time of 1 hour, the theoretical volume of hydrogen was absorbed; the reaction mixture is filtered and then concentrated to dryness ...